Dataset: the Open Reaction Database (ORD), a public repository of structured organic reaction records. Task: describe an organic reaction: reactants, conditions, products, and yield Starting materials: Cl, NCCO, O=C(O)c1cc2nc(-c3cccc4[nH]ncc34)nc(N3CCOCC3)c2s1. Yields the product O=C(NCCO)c1cc2nc(-c3cccc4[nH]ncc34)nc(N3CCOCC3)c2s1. Reaction SMILES: [ClH:32].[NH2:28][CH2:29][CH2:30][OH:31].[nH:1]1[n:2][cH:3][c:4]2[c:5](-[c:10]3[n:11][c:12]([N:22]4[CH2:23][CH2:24][O:25][CH2:26][CH2:27]4)[c:13]4[c:14]([n:15]3)[cH:16][c:17]([C:19](=[O:20])[OH:21])[s:18]4)[cH:6][cH:7][cH:8][c:9]12>>[nH:1]1[n:2][cH:3][c:4]2[c:5](-[c:10]3[n:11][c:12]([N:22]4[CH2:23][CH2:24][O:25][CH2:26][CH2:27]4)[c:13]4[c:14]([n:15]3)[cH:16][c:17]([C:19](=[O:21])[NH:28][CH2:29][CH2:30][OH:31])[s:18]4)[cH:6][cH:7][cH:8][c:9]12. Starting materials: NC1=CN=C(C2=CC=CC=C12)OC1CCN(CC1)C(=O)C1(CC1)C ([4-(4-Amino-isoquinolin-1-yloxy)-piperidin-1-yl]-(1-methyl-cyclopropyl)-methanone), C1CCOC1 (THF), ClC(COC(NC=1N(N=C(C1)C1(CC1)C)C1=CC=C(C=C1)C)=O)(Cl)Cl ([5-(1-Methyl-cyclopropyl)-2-p-tolyl-2H-pyrazol-3-yl]-carbamic acid 2,2,2-trichloro-ethyl ester), C1CCOC1 (THF). Run at temperature 46.5 celsius, time 30 minute. The product is CC1(CC1)C(=O)N1CCC(CC1)OC1=NC=C(C2=CC=CC=C12)NC(=O)NC=1N(N=C(C1)C1(CC1)C)C1=CC=C(C=C1)C (1-{1-[1-(1-methyl-cyclopropanecarbonyl)-piperidin-4-yloxy]-isoquinolin-4-yl}-3-[5-(1-methyl-cyclopropyl)-2-p-tolyl-2H-pyrazol-3-yl]-urea). Isolated yield 67.9%. Reaction SMILES: [NH2:1][C:2]1[C:11]2[C:6](=[CH:7][CH:8]=[CH:9][CH:10]=2)[C:5]([O:12][CH:13]2[CH2:18][CH2:17][N:16]([C:19]([C:21]3([CH3:24])[CH2:23][CH2:22]3)=[O:20])[CH2:15][CH2:14]2)=[N:4][CH:3]=1.C1COCC1.ClC(Cl)(Cl)C[O:33][C:34](=O)[NH:35][C:36]1[N:37]([C:45]2[CH:50]=[CH:49][C:48]([CH3:51])=[CH:47][CH:46]=2)[N:38]=[C:39]([C:41]2([CH3:44])[CH2:43][CH2:42]2)[CH:40]=1>>[CH3:24][C:21]1([C:19]([N:16]2[CH2:17][CH2:18][CH:13]([O:12][C:5]3[C:6]4[C:11](=[CH:10][CH:9]=[CH:8][CH:7]=4)[C:2]([NH:1][C:34]([NH:35][C:36]4[N:37]([C:45]5[CH:46]=[CH:47][C:48]([CH3:51])=[CH:49][CH:50]=5)[N:38]=[C:39]([C:41]5([CH3:44])[CH2:42][CH2:43]5)[CH:40]=4)=[O:33])=[CH:3][N:4]=3)[CH2:14][CH2:15]2)=[O:20])[CH2:23][CH2:22]1. Procedure: Add [4-(4-Amino-isoquinolin-1-yloxy)-piperidin-1-yl]-(1-methyl-cyclopropyl)-methanone (Preparation 23, 331.00 g, 1.02 moles), THF (3.97 L, 48.79 moles), [5-(1-Methyl-cyclopropyl)-2-p-tolyl-2H-pyrazol-3-yl]-carbamic acid 2,2,2-trichloro-ethyl ester (Preparation 18, 410.00 g, 1.02 moles), and DIPE (159.00 g, 1.22 moles) to a 12 L Morton flask equipped with overhead stirrer, thermocouple, and reflux condenser. Reflux the mixture for 22 hours. Cool reaction to <50° C. and treat with carbon (Darco G-... The reactants are N#Cc1cc(-c2sc(C(=O)N3CNC(=O)C3)nc2-c2cccc(Cl)c2)ccc1F, N#Cc1cc(-c2sc(C(=O)O)nc2-c2ccc(F)c(Cl)c2)ccc1F. Yields the product N#Cc1cc(-c2sc(C(=O)N3CNC(=O)C3)nc2-c2ccc(F)c(Cl)c2)ccc1F. Reaction SMILES: [Cl:1][c:2]1[cH:3][c:4](-[c:8]2[n:9][c:10]([C:22](=[O:23])[N:24]3[CH2:25][NH:26][C:27](=[O:29])[CH2:28]3)[s:11][c:12]2-[c:13]2[cH:14][cH:15][c:16]([F:21])[c:17]([C:19]#[N:20])[cH:18]2)[cH:5][cH:6][cH:7]1.[Cl:30][c:31]1[cH:32][c:33](-[c:34]2[n:35][c:36]([C:38]([OH:39])=[O:40])[s:41][c:42]2-[c:43]2[cH:44][cH:45][c:46]([F:47])[c:48]([C:49]#[N:50])[cH:51]2)[cH:52][cH:53][c:54]1[F:37]>>[Cl:1][c:2]1[cH:3][c:4](-[c:8]2[n:9][c:10]([C:22](=[O:23])[N:24]3[CH2:25][NH:26][C:27](=[O:29])[CH2:28]3)[s:11][c:12]2-[c:13]2[cH:14][cH:15][c:16]([F:21])[c:17]([C:19]#[N:20])[cH:18]2)[cH:5][cH:6][c:7]1[F:37]. Starting materials: CCC(C)c1nc(C(F)(F)F)ccc1C=CC(=O)O, Cl, CS(=O)(=O)Nc1c(F)cc(CN)cc1F. Product: CCC(C)c1nc(C(F)(F)F)ccc1C=CC(=O)NCc1cc(F)c(NS(C)(=O)=O)c(F)c1. Reaction SMILES: [CH:17]([CH3:18])([CH2:19][CH3:20])[c:21]1[n:22][c:23]([C:32]([F:33])([F:34])[F:35])[cH:24][cH:25][c:26]1[CH:27]=[CH:28][C:29](=[O:30])[OH:31].[ClH:16].[NH2:1][CH2:2][c:3]1[cH:4][c:5]([F:15])[c:6]([NH:10][S:11](=[O:12])(=[O:13])[CH3:14])[c:7]([F:9])[cH:8]1>>[NH:1]([CH2:2][c:3]1[cH:4][c:5]([F:15])[c:6]([NH:10][S:11](=[O:12])(=[O:13])[CH3:14])[c:7]([F:9])[cH:8]1)[C:29]([CH:28]=[CH:27][c:26]1[c:21]([CH:17]([CH3:18])[CH2:19][CH3:20])[n:22][c:23]([C:32]([F:33])([F:34])[F:35])[cH:24][cH:25]1)=[O:30].